The task is: describe an organic reaction: reactants, conditions, products, and yield. This data is from the Open Reaction Database (ORD), a public repository of structured organic reaction records. The reactants are Cl.NO (hydroxylamine hydrochloride), C(C)N(C(C)C)C(C)C (N-ethyldiisopropylamine), COC=1C(=NC=CC1)NC(=S)NC(=O)OCC (N-(3-methoxy-2-pyridinyl)-N′-carboethoxy-thiourea). Solvent: C(C)O.CO (methanol ethanol). Reaction conditions: temperature 60 celsius, time 3 hour. The product is COC=1C=2N(C=CC1)N=C(N2)N (8-Methoxy-[1,2,4]triazolo [1,5-a]pyridin-2-yl-amine). Isolated yield 77.7%. As a reaction SMILES: Cl.NO.C([N:6](C(C)C)C(C)C)C.[CH3:13][O:14][C:15]1[C:16]([NH:21][C:22]([NH:24]C(OCC)=O)=S)=[N:17][CH:18]=[CH:19][CH:20]=1>C(O)C.CO>[CH3:13][O:14][C:15]1[C:16]2[N:17]([N:6]=[C:22]([NH2:24])[N:21]=2)[CH:18]=[CH:19][CH:20]=1 |f:0.1,4.5|. Reported procedure: To a solution of 21.8 g (313.7 mmol) hydroxylamine hydrochloride and 32.2 ml (188.2 mmol) N-ethyldiisopropylamine in a mixture of 130 ml methanol ethanol 1:1 was added 16 g (62.7 mmol) N-(3-methoxy-2-pyridinyl)-N′-carboethoxy-thiourea and stirred for 2 h at room temperature and subsequently for 3 h at 60° C. The volatiles were removed under reduced pressure and the residue was triturated with 100 ml water. The collected precipitate was washed with 25 ml methanol/diethyl ether 4:1 and afterwards ... Reactants: C([O-])([O-])=O.[Na+].[Na+] (sodium carbonate), P(=O)(Cl)(Cl)Cl (Phosphorus oxychloride), CN(C)C=O (DMF), C1(=CC=CC=C1)C1=NC=C2SC=CN21 (5-Phenylimidazo-[5,1-b]-thiazole). The solvent is C(Cl)Cl (methylene chloride). Run at time 8 hour. Product: C1(=CC=CC=C1)C1=NC(=C2SC=CN21)C=O (5-Phenylimidazo-[5,1-b]-thiazole-7-carboxaldehyde). Reaction SMILES: P(Cl)(Cl)(Cl)=O.CN([CH:9]=[O:10])C.[C:11]1([C:17]2[N:24]3[C:20]([S:21][CH:22]=[CH:23]3)=[CH:19][N:18]=2)[CH:16]=[CH:15][CH:14]=[CH:13][CH:12]=1.C(=O)([O-])[O-].[Na+].[Na+]>C(Cl)Cl>[C:11]1([C:17]2[N:24]3[C:20]([S:21][CH:22]=[CH:23]3)=[C:19]([CH:9]=[O:10])[N:18]=2)[CH:12]=[CH:13][CH:14]=[CH:15][CH:16]=1 |f:3.4.5|. Procedure: Phosphorus oxychloride (0.6 mL, 6.44 mmol) was added to DMF (2.5 mL) over 5 minutes with cooling in an ice-bath. 5-Phenylimidazo-[5,1-b]-thiazole (500 mg, 2.5 mmol) was added, and the mixture was kept overnight at room temperature. The thick solid that had formed was slurried in methylene chloride and stirred for 30 minutes with 10% aqueous sodium carbonate solution. The organic layer was separated, washed with saturated brine solution and evaporated. The title compound was obtained after flash ... The reactants are OC(C1=CC=C(C(=O)O)C=C1)C1=C(C(=C(C(=C1C)OC)OC)OC)OC (4-[hydroxy-(2,3,4,5-tetramethoxy-6-methylphenyl)methyl]benzoic Acid), COC1=C(C=O)C(=C(C(=C1OC)OC)OC)C (2,3,4,5-tetramethoxy-6-methylbenzaldehyde), C[Li].CCOCC (methyllithium ether), [Cl-].[NH4+] (ammonium chloride). The reagents and catalysts are [Cl-].[Zn+2].[Cl-] (zinc chloride). Solvent: O1CCCC1 (tetrahydrofuran), O1CCCC1 (tetrahydrofuran), O1CCCC1 (tetrahydrofuran). Run at temperature 0 celsius, time 30 minute. The product is COC(C1=CC=C(C=C1)C(C1=C(C(=C(C(=C1C)OC)OC)OC)OC)O)=O (4-[hydroxy-(2,3,4,5-tetramethoxy-6-methylphenyl)methyl]benzoic Acid Methylester). Isolated yield 33.0%. Reaction SMILES: C[Li].[CH3:3]COCC.[OH:8][CH:9]([C:19]1[C:24]([CH3:25])=[C:23]([O:26][CH3:27])[C:22]([O:28][CH3:29])=[C:21]([O:30][CH3:31])[C:20]=1[O:32][CH3:33])[C:10]1[CH:18]=[CH:17][C:13]([C:14]([OH:16])=[O:15])=[CH:12][CH:11]=1.COC1C(OC)=C(OC)C(OC)=C(C)C=1C=O.[Cl-].[NH4+]>O1CCCC1.[Cl-].[Zn+2].[Cl-]>[CH3:3][O:15][C:14](=[O:16])[C:13]1[CH:12]=[CH:11][C:10]([CH:9]([OH:8])[C:19]2[C:24]([CH3:25])=[C:23]([O:26][CH3:27])[C:22]([O:28][CH3:29])=[C:21]([O:30][CH3:31])[C:20]=2[O:32][CH3:33])=[CH:18][CH:17]=1 |f:0.1,4.5,7.8.9|. Procedure: To a solution of zinc chloride (1.91 mmol) in dry tetrahydrofuran (9.6 ml) was added under ice-cooling a 1.4 M methyllithium/ether solution (4.1 ml, 5.73 mmol), and the mixture was stirred at 0° C. for 30 minutes. The reaction mixture was cooled to −78° C., to which was added a solution of the compound (500 mg, 1.91 mmol) obtained in Step 1 in dry tetrahydrofuran (2.0 ml) and the mixture was further stirred at −78° C. for 4 hours. Subsequently, a solution of 2,3,4,5-tetramethoxy-6-methylbenzalde... Reactants: C(C1=CC=CC=C1)OCCNC(C(=O)OCC)(C)C (ethyl 2-(2-benzyloxyethylamino)-2-methylpropionate), NC(=O)N (urea). Run in O (water). Run at temperature 180 celsius. Yields the product C(C1=CC=CC=C1)OCCN1C(NC(C1(C)C)=O)=O (1-(2-Benzyloxyethyl)-5,5-dimethylimidazolidin-2,4-dione). Reaction SMILES: [CH2:1]([O:8][CH2:9][CH2:10][NH:11][C:12]([CH3:19])([CH3:18])[C:13]([O:15]CC)=O)[C:2]1[CH:7]=[CH:6][CH:5]=[CH:4][CH:3]=1.[NH2:20][C:21](N)=[O:22]>O>[CH2:1]([O:8][CH2:9][CH2:10][N:11]1[C:12]([CH3:18])([CH3:19])[C:13](=[O:15])[NH:20][C:21]1=[O:22])[C:2]1[CH:3]=[CH:4][CH:5]=[CH:6][CH:7]=1. Procedure details: A mixture of ethyl 2-(2-benzyloxyethylamino)-2-methylpropionate (29 g) and urea (8.5 g) was heated at 180° C. for 1 h. After cooling to room temperature water (250 ml) was added and the resulting mixture was extracted with diethyl ether (500 ml). The organic phase was washed with brine (400 ml) and dried (Na2SO4). Evaporation of the solvents in vacuo afforded 9a as an oil: 28 g. The reactants are C(CC)S(=O)(=O)N (1-propanesulfonamide), [OH-].[Na+] (sodium hydroxide), ClC1=CC=C(C=C1)N=C=O (4-chlorophenyl isocyanate). The solvent is CC(=O)C (acetone), CC(=O)C (acetone). Yields the product ClC1=CC=C(C=C1)NC(=O)NS(=O)(=O)CCC (N-(4-chlorophenyl)-N'-1-propanesulfonylurea). The yield is 64.1%. As a reaction SMILES: [CH2:1]([S:4]([NH2:7])(=[O:6])=[O:5])[CH2:2][CH3:3].[OH-].[Na+].[Cl:10][C:11]1[CH:16]=[CH:15][C:14]([N:17]=[C:18]=[O:19])=[CH:13][CH:12]=1>CC(C)=O>[Cl:10][C:11]1[CH:16]=[CH:15][C:14]([NH:17][C:18]([NH:7][S:4]([CH2:1][CH2:2][CH3:3])(=[O:6])=[O:5])=[O:19])=[CH:13][CH:12]=1 |f:1.2|. Procedure details: Procedure A was followed with 1-propanesulfonamide (5.0 g, 40.6 mmole), in acetone (40 ml), and 1.0N sodium hydroxide (40.6 ml). After ten minutes of stirring, 4-chlorophenyl isocyanate (6.2 g, 40.6 mmole) dissolved in about 40 ml of acetone was added over a five minute period. The mixture was allowed to stir for about two hours and filtered. The filtered solid was washed with water which dissolved most of it. 1N HCl (40 ml) was added to the combined filtrates and the resulting precipitate was f... The reactants are BrCc1ccccc1, CS(C)=O, O, Cc1c(CC(N)=O)c2cc(O)ccc2n1Cc1ccccc1. Product: Cc1c(CC(N)=O)c2cc(OCc3ccccc3)ccc2n1Cc1ccccc1. Reaction SMILES: [Br:23][CH2:24][c:25]1[cH:26][cH:27][cH:28][cH:29][cH:30]1.[CH3:31][S:32]([CH3:33])=[O:34].[OH2:35].[OH:1][c:2]1[cH:3][c:4]2[c:5]([CH2:19][C:20](=[O:21])[NH2:22])[c:6]([CH3:18])[n:7]([CH2:11][c:12]3[cH:13][cH:14][cH:15][cH:16][cH:17]3)[c:8]2[cH:9][cH:10]1>>[O:1]([c:2]1[cH:3][c:4]2[c:5]([CH2:19][C:20](=[O:21])[NH2:22])[c:6]([CH3:18])[n:7]([CH2:11][c:12]3[cH:13][cH:14][cH:15][cH:16][cH:17]3)[c:8]2[cH:9][cH:10]1)[CH2:24][c:25]1[cH:26][cH:27][cH:28][cH:29][cH:30]1. Reactants: COC(=O)c1ccc(C(=O)NN)cc1Br, CC(=O)c1nn(C)c(-c2ccc(C(C)(C)C)cc2)c1O, CC(C)O. The product is COC(=O)c1ccc(C(=O)NN=C(C)c2nn(C)c(-c3ccc(C(C)(C)C)cc3)c2O)cc1Br. RXN SMILES: [Br:21][c:22]1[c:23]([C:24](=[O:25])[O:26][CH3:27])[cH:28][cH:29][c:30]([C:32](=[O:33])[NH:34][NH2:35])[cH:31]1.[C:1]([CH3:2])([CH3:3])([CH3:4])[c:5]1[cH:6][cH:7][c:8](-[c:11]2[c:12]([OH:20])[c:13]([C:17]([CH3:18])=[O:19])[n:14][n:15]2[CH3:16])[cH:9][cH:10]1.[CH:36]([OH:37])([CH3:38])[CH3:39]>>[C:1]([CH3:2])([CH3:3])([CH3:4])[c:5]1[cH:6][cH:7][c:8](-[c:11]2[c:12]([OH:20])[c:13]([C:17]([CH3:18])=[N:35][NH:34][C:32]([c:30]3[cH:29][cH:28][c:23]([C:24](=[O:25])[O:26][CH3:27])[c:22]([Br:21])[cH:31]3)=[O:33])[n:14][n:15]2[CH3:16])[cH:9][cH:10]1. Reaction SMILES: [C:1]([CH2:4][NH:5][C:6]([C:8]1[N:12]([CH2:13][CH:14]2[CH2:16][CH2:15]2)[CH:11]=[C:10]([NH:17][C:18](=[O:44])[C:19]2[CH:43]=[CH:42][C:22]([C:23]([NH:25][C:26]3[CH:30]=[C:29]([C:31](=[O:37])[NH:32][CH2:33][C:34](=[NH:36])[NH2:35])[N:28]([CH2:38][CH:39]4[CH2:41][CH2:40]4)[CH:27]=3)=[O:24])=[CH:21][CH:20]=2)[CH:9]=1)=[O:7])(=[NH:3])[NH2:2].[CH2:45](N)[CH2:46]N.[CH2:49](O)[CH3:50]>>[CH:14]1([CH2:13][N:12]2[C:8]([C:6](=[O:7])[NH:5][CH2:4][C:1]3[NH:2][CH2:49][CH2:50][N:3]=3)=[CH:9][C:10]([NH:17][C:18](=[O:44])[C:19]3[CH:43]=[CH:42][C:22]([C:23]([NH:25][C:26]4[CH:30]=[C:29]([C:31](=[O:37])[NH:32][CH2:33][C:34]5[NH:35][CH2:45][CH2:46][N:36]=5)[N:28]([CH2:38][CH:39]5[CH2:40][CH2:41]5)[CH:27]=4)=[O:24])=[CH:21][CH:20]=3)=[CH:11]2)[CH2:16][CH2:15]1. Reaction conditions: temperature 60 celsius. The product is C1(CC1)CN1C=C(C=C1C(NCC=1NCCN1)=O)NC(C1=CC=C(C(=O)NC2=CN(C(=C2)C(NCC=2NCCN2)=O)CC2CC2)C=C1)=O (N,N′-Bis-{1-cyclopropylmethyl-5-[(4,5-dihydro-1H-imidazol-2-ylmethyl)-carbamoyl]-1H-pyrrol-3-yl}-terephthalamide). Reported procedure: Compound 284 was dissolved in ethanol, 10 equivalents of ethylene diamine was added and the reaction mixture was heated at 60° C. for 15 hours. The solvent was evaporated and the target compound was purified by HPLC, the yield is 78%. Starting materials: C(N)(=N)CNC(=O)C1=CC(=CN1CC1CC1)NC(C1=CC=C(C(=O)NC2=CN(C(=C2)C(NCC(N)=N)=O)CC2CC2)C=C1)=O (N,N′-Bis-[5-(carbamimidoylmethyl-carbamoyl)-1-cyclopropylmethyl-1H-pyrrol-3-yl]-terephthalamide), C(C)O (ethanol), C(CN)N (ethylene diamine). Isolated yield 78.0%.